This data is from the Open Reaction Database (ORD), a public repository of structured organic reaction records. The task is: describe an organic reaction: reactants, conditions, products, and yield Reactants: CC1=C2[C@H](C(=O)[C@@]3([C@H](C[C@@H]4[C@]([C@H]3[C@@H]([C@@](C2(C)C)(C[C@@H]1OC(=O)[C@@H]([C@H](C=5C=CC=CC5)NC(=O)C=6C=CC=CC6)O)O)OC(=O)C=7C=CC=CC7)(CO4)OC(=O)C)O)C)OC(=O)C (paclitaxel), CC1=C2[C@H](C(=O)[C@@]3([C@H](C[C@@H]4[C@]([C@H]3[C@@H]([C@@](C2(C)C)(C[C@@H]1OC(=O)[C@@H]([C@H](C=5C=CC=CC5)NC(=O)OC(C)(C)C)O)O)OC(=O)C=6C=CC=CC6)(CO4)OC(=O)C)O)C)O (docetaxel). Product: C[C@@H]1CCC[C@@]2([C@@H]1C[C@@H]3CC[C@H]([C@@H](C3(C)C)CC2)C)C (Taxane). As a reaction SMILES: [CH3:1][C:2]1[C@@H:19](OC([C@H](O)[C@@H](NC(C2C=CC=CC=2)=O)C2C=CC=CC=2)=O)[CH2:18][C@:14]2(O)[C:15]([CH3:17])([CH3:16])[C:3]=1[C@@H:4](OC(C)=O)[C:5]([C@@:7]1([CH3:58])[C@H:12]([C@@H:13]2OC(C2C=CC=CC=2)=O)[C@:11]2(OC(C)=O)[CH2:51]O[C@@H:10]2[CH2:9][C@@H:8]1O)=O.CC1[C@@H](OC([C@H](O)[C@@H](NC(OC(C)(C)C)=O)C2C=CC=CC=2)=O)C[C@]2(O)C(C)(C)C=1[C@@H](O)C([C@@]1(C)[C@H]([C@@H]2OC(C2C=CC=CC=2)=O)[C@]2(OC(C)=O)CO[C@@H]2C[C@@H]1O)=O>>[CH3:51][C@H:11]1[C@H:12]2[CH2:13][C@H:14]3[C:15]([CH3:16])([CH3:17])[C@@H:3]([CH2:4][CH2:5][C@:7]2([CH3:58])[CH2:8][CH2:9][CH2:10]1)[C@H:2]([CH3:1])[CH2:19][CH2:18]3. Procedure details: Under the above test conditions, both paclitaxel and docetaxel were completely insoluble.